This data is from the Open Reaction Database (ORD), a public repository of structured organic reaction records. The task is: describe an organic reaction: reactants, conditions, products, and yield Starting materials: ClC=1C=C(C=CC1)C1=CC=CC(=N1)C(=O)O (6-(3-chlorophenyl)-2-pyridinecarboxylic acid), C1(CCCCC1)N (cyclohexanamine). Yields the product C1(CCCCC1)NC(=O)C1=NC(=CC=C1)C1=CC(=CC=C1)Cl (6-(3-Chloro-phenyl)-pyridine-2-carboxylic acid cyclohexylamide). As a reaction SMILES: [Cl:1][C:2]1[CH:3]=[C:4]([C:8]2[N:13]=[C:12]([C:14]([OH:16])=O)[CH:11]=[CH:10][CH:9]=2)[CH:5]=[CH:6][CH:7]=1.[CH:17]1([NH2:23])[CH2:22][CH2:21][CH2:20][CH2:19][CH2:18]1>>[CH:17]1([NH:23][C:14]([C:12]2[CH:11]=[CH:10][CH:9]=[C:8]([C:4]3[CH:5]=[CH:6][CH:7]=[C:2]([Cl:1])[CH:3]=3)[N:13]=2)=[O:16])[CH2:22][CH2:21][CH2:20][CH2:19][CH2:18]1. Procedure: The title compound was synthesized in analogy to Example 1, using 6-(3-chlorophenyl)-2-pyridinecarboxylic acid (CAN 863704-38-5) and cyclohexanamine (CAN 108-91-8) as starting materials, MS (EI) m/e: 315.1 [M+H]+. Starting materials: O=C([O-])[O-], CC(C)(C)OC(=O)CN, CS(C)=O, Cl, [K+], [K+], O=[N+]([O-])c1ccc(F)cc1. Product: CC(C)(C)OC(=O)CNc1ccc([N+](=O)[O-])cc1. Reaction SMILES: [C:21](=[O:22])([O-:23])[O-:24].[C:2]([CH3:3])([CH3:4])([CH3:5])[O:6][C:7]([CH2:8][NH2:9])=[O:10].[CH3:27][S:28]([CH3:29])=[O:30].[ClH:1].[K+:25].[K+:26].[N+:11](=[O:12])([O-:13])[c:14]1[cH:15][cH:16][c:17]([F:20])[cH:18][cH:19]1>>[C:2]([CH3:3])([CH3:4])([CH3:5])[O:6][C:7]([CH2:8][NH:9][c:17]1[cH:16][cH:15][c:14]([N+:11](=[O:12])[O-:13])[cH:19][cH:18]1)=[O:10]. Reported procedure: 3-Chlorophenylacetic acid (20.90 g, 122.51 mmol) and N-Bromosuccinimide NBS (23.50 g, 132.03 mmol) were dissolved in carbon tetrachloride (300 mL). Benzoyl peroxide BPO (300 mg) was added and the resulting reaction mixture was heated to reflux under a sunlamp for 5 hours, then cooled to room temperature, filtered and concentrated to give the desired α-bromo-3-chlorophenylacetic acid, component “A”. 10.00 g of this acid were dissolved in MeOH (100 mL) and 2 mL of sulfuric acid were added. The res... Solvent: C(Cl)(Cl)(Cl)Cl (carbon tetrachloride). RXN SMILES: [Cl:1][C:2]1[CH:3]=[C:4]([CH2:8][C:9]([OH:11])=[O:10])[CH:5]=[CH:6][CH:7]=1.[Br:12]N1C(=O)CCC1=O.C1C(=O)N(Br)C(=O)C1.C(OOC(=O)C1C=CC=CC=1)(=O)C1C=CC=CC=1>C(Cl)(Cl)(Cl)Cl>[Br:12][CH:8]([C:4]1[CH:5]=[CH:6][CH:7]=[C:2]([Cl:1])[CH:3]=1)[C:9]([OH:11])=[O:10] |f:1.2|. Reactants: ClC=1C=C(C=CC1)CC(=O)O (3-Chlorophenylacetic acid), BrN1C(CCC1=O)=O.C1CC(=O)N(C1=O)Br (N-Bromosuccinimide NBS), C(C1=CC=CC=C1)(=O)OOC(C1=CC=CC=C1)=O (Benzoyl peroxide). Product: BrC(C(=O)O)C1=CC(=CC=C1)Cl (α-bromo-3-chlorophenylacetic acid). Reaction SMILES: [CH2:1]([O:4][C:5]([N:7]1[CH2:11][C@@H:10]([NH:12][C:13]([O:15][CH2:16][CH:17]=[CH2:18])=[O:14])[CH2:9][C@H:8]1[CH2:19][O:20][Si:21]([C:24]([CH3:27])([CH3:26])[CH3:25])([CH3:23])[CH3:22])=[O:6])[CH:2]=[CH2:3].[H-].[Na+].[CH3:30]I>CN(C)C=O.O.C(OCC)(=O)C>[CH2:1]([O:4][C:5]([N:7]1[CH2:11][C@@H:10]([N:12]([C:13]([O:15][CH2:16][CH:17]=[CH2:18])=[O:14])[CH3:30])[CH2:9][C@H:8]1[CH2:19][O:20][Si:21]([C:24]([CH3:27])([CH3:26])[CH3:25])([CH3:22])[CH3:23])=[O:6])[CH:2]=[CH2:3] |f:1.2|. Reactants: C(C=C)OC(=O)N1[C@@H](C[C@@H](C1)NC(=O)OCC=C)CO[Si](C)(C)C(C)(C)C ((2S,4S)-1-allyloxycarbonyl-4-(allyloxycarbonylamino)-2-t-butyldimethylsilyloxymethylpyrrolidine), [H-].[Na+] (sodium hydride), CI (methyl iodide). Yields the product C(C=C)OC(=O)N1[C@@H](C[C@@H](C1)N(C)C(=O)OCC=C)CO[Si](C)(C)C(C)(C)C ((2S,4S)-1-allyloxycarbonyl-4-(N-allyloxycarbonyl-N-methylamino)-2-t-butyldimethylsilyloxymethylpyrrolidine). Run at time 1 hour. The solvent is O (water), C(C)(=O)OCC (ethyl acetate), CN(C=O)C (N,N-dimethylformamide). Reported procedure: To a solution of (2S,4S)-1-allyloxycarbonyl-4-(allyloxycarbonylamino)-2-t-butyldimethylsilyloxymethylpyrrolidine (0.97 g) in N,N-dimethylformamide (5.0 ml) was added sodium hydride (0.099 g) at 0° C. After stirring at ambient temperature for 1 hour, the mixture was cooled to 0° C. To the mixture was added methyl iodide (0.31 ml) and the resulting mixture was stirred for additional 4 hours at 0° C. The reaction mixture was diluted with water (50 ml) and ethyl acetate (50 ml). The organic layer wa... Starting materials: ClC1=C(C=C(C=C1)F)NC(C(C(=O)OCC)C)=O (ethyl 3-(2-chloro-5-fluorophenylamino)-2-methyl-3-oxopropanoate). The solvent is C1CCOC1 (THF). The product is ClC1=C(C=C(C=C1)F)NC(C(C(=O)O)C)=O (3-(2-chloro-5-fluorophenylamino)-2-methyl-3-oxopropanoic acid). As a reaction SMILES: [Cl:1][C:2]1[CH:7]=[CH:6][C:5]([F:8])=[CH:4][C:3]=1[NH:9][C:10](=[O:18])[CH:11]([CH3:17])[C:12]([O:14]CC)=[O:13]>C1COCC1>[Cl:1][C:2]1[CH:7]=[CH:6][C:5]([F:8])=[CH:4][C:3]=1[NH:9][C:10](=[O:18])[CH:11]([CH3:17])[C:12]([OH:14])=[O:13]. Procedure details: The acid was prepared according to Procedure B using ethyl 3-(2-chloro-5-fluorophenylamino)-2-methyl-3-oxopropanoate (5.0 g, 18.27 mmol) in THF (18.3 mL) to give 3-(2-chloro-5-fluorophenylamino)-2-methyl-3-oxopropanoic acid. Mass Spectrum (ESI) m/e=245.9 (M+1). The reactants are NC([C@H](CC1=CC=C(C=C1)B1OC(C(O1)(C)C)(C)C)NC(=O)[C@H]1N(CCCC1)C(=O)OC(C)(C)C)=O ((S)-tert-butyl 2-((S)-1-amino-1-oxo-3-(4-(4,4,5,5-tetramethyl-1,3,2-dioxaborolan-2-yl)phenyl)propan-2-ylcarbamoyl)piperidine-1-carboxylate), BrC1=CC2=C(N(C(S2)=O)CCO)C=C1 (6-bromo-3-(2-hydroxyethyl)benzo[d]thiazol-2(3H)-one). Yields the product NC([C@H](CC1=CC=C(C=C1)C1=CC2=C(N(C(S2)=O)CCO)C=C1)NC(=O)[C@H]1N(CCCC1)C(=O)OC(C)(C)C)=O ((S)-tert-Butyl 2-((S)-1-amino-3-(4-(3-(2-hydroxyethyl)-2-oxo-2,3-dihydrobenzo[d]thiazol-6-yl)phenyl)-1-oxopropan-2-ylcarbamoyl)piperidine-1-carboxylate). RXN SMILES: [NH2:1][C:2](=[O:36])[C@@H:3]([NH:20][C:21]([C@@H:23]1[CH2:28][CH2:27][CH2:26][CH2:25][N:24]1[C:29]([O:31][C:32]([CH3:35])([CH3:34])[CH3:33])=[O:30])=[O:22])[CH2:4][C:5]1[CH:10]=[CH:9][C:8](B2OC(C)(C)C(C)(C)O2)=[CH:7][CH:6]=1.Br[C:38]1[CH:50]=[CH:49][C:41]2[N:42]([CH2:46][CH2:47][OH:48])[C:43](=[O:45])[S:44][C:40]=2[CH:39]=1>>[NH2:1][C:2](=[O:36])[C@@H:3]([NH:20][C:21]([C@@H:23]1[CH2:28][CH2:27][CH2:26][CH2:25][N:24]1[C:29]([O:31][C:32]([CH3:33])([CH3:34])[CH3:35])=[O:30])=[O:22])[CH2:4][C:5]1[CH:10]=[CH:9][C:8]([C:38]2[CH:50]=[CH:49][C:41]3[N:42]([CH2:46][CH2:47][OH:48])[C:43](=[O:45])[S:44][C:40]=3[CH:39]=2)=[CH:7][CH:6]=1. Procedure: The subtitle compound was prepared by the method of Example 96 step (a) using (S)-tert-butyl 2-((S)-1-amino-1-oxo-3-(4-(4,4,5,5-tetramethyl-1,3,2-dioxaborolan-2-yl)phenyl)propan-2-ylcarbamoyl)piperidine-1-carboxylate and 6-bromo-3-(2-hydroxyethyl)benzo[d]thiazol-2(3H)-one.